Dataset: the Open Reaction Database (ORD), a public repository of structured organic reaction records. Task: describe an organic reaction: reactants, conditions, products, and yield Starting materials: [Br-], Brc1cccnc1, C1CCOC1, COCNC(=O)CNC(=O)OC(C)(C)C, CC(C)[Mg+]. Product: CC(C)(C)OC(=O)NCC(=O)c1cccnc1. Reaction SMILES: [Br-:1].[Br:6][c:7]1[cH:8][n:9][cH:10][cH:11][cH:12]1.[CH2:28]1[O:29][CH2:30][CH2:31][CH2:32]1.[CH3:13][O:14][CH2:15][NH:16][C:17]([CH2:18][NH:19][C:20]([O:21][C:22]([CH3:23])([CH3:24])[CH3:25])=[O:26])=[O:27].[CH:2]([Mg+:3])([CH3:4])[CH3:5]>>[c:7]1([C:17]([CH2:18][NH:19][C:20]([O:21][C:22]([CH3:23])([CH3:24])[CH3:25])=[O:26])=[O:27])[cH:8][n:9][cH:10][cH:11][cH:12]1. The reactants are C12(CC3CC(CC(C1)C3)C2)CC(=O)Cl (1-adamantaneacetyl chloride), Cl.NC1=C2C=CNC2=CC=C1 (4-aminoindole hydrochloride). Yields the product N1C=CC2=C(C=CC=C12)NC(CC12CC3CC(CC(C1)C3)C2)=O (N-(1H-Indol-4-yl)-tricyclo[3.3.1.13,7]decane-1-acetamide). Isolated yield 63.4%. RXN SMILES: [C:1]12([CH2:11][C:12](Cl)=[O:13])[CH2:10][CH:5]3[CH2:6][CH:7]([CH2:9][CH:3]([CH2:4]3)[CH2:2]1)[CH2:8]2.Cl.[NH2:16][C:17]1[CH:25]=[CH:24][CH:23]=[C:22]2[C:18]=1[CH:19]=[CH:20][NH:21]2>>[NH:21]1[C:22]2[C:18](=[C:17]([NH:16][C:12](=[O:13])[CH2:11][C:1]34[CH2:10][CH:5]5[CH2:6][CH:7]([CH2:9][CH:3]([CH2:4]5)[CH2:2]3)[CH2:8]4)[CH:25]=[CH:24][CH:23]=2)[CH:19]=[CH:20]1 |f:1.2|. Reported procedure: Prepared according to the method of Example 1b) from 1-adamantaneacetyl chloride (0.074 g) and 4-aminoindole hydrochloride (0.059 g) to give the title compound as a white solid (0.068 g). The reactants are C(C)(=O)N1C(CC(C2=CC(=CC=C12)N)(C)C1=CC=CC=C1)(C)C (1-acetyl-6-amino-4-phenyl-1,2,3,4-tetrahydro-2,2,4-trimethylquinoline), ClC1=CC=C(C(=O)Cl)C=C1 (4-chlorobenzoyl chloride), C(C)(C)N(C(C)C)CC (N,N-diisopropylethylamine). Solvent: O1CCCC1 (tetrahydrofuran). Reaction conditions: time 18 hour. Yields the product C(C)(=O)N1C(CC(C2=CC(=CC=C12)NC(C1=CC=C(C=C1)Cl)=O)(C)C1=CC=CC=C1)(C)C (1-Acetyl-6-(4-chlorobenzoyl)amino-4-phenyl-1,2,3,4-tetrahydro-2,2,4-trimethylquinoline). As a reaction SMILES: [C:1]([N:4]1[C:13]2[C:8](=[CH:9][C:10]([NH2:14])=[CH:11][CH:12]=2)[C:7]([C:16]2[CH:21]=[CH:20][CH:19]=[CH:18][CH:17]=2)([CH3:15])[CH2:6][C:5]1([CH3:23])[CH3:22])(=[O:3])[CH3:2].[Cl:24][C:25]1[CH:33]=[CH:32][C:28]([C:29](Cl)=[O:30])=[CH:27][CH:26]=1.C(N(CC)C(C)C)(C)C>O1CCCC1>[C:1]([N:4]1[C:13]2[C:8](=[CH:9][C:10]([NH:14][C:29](=[O:30])[C:28]3[CH:32]=[CH:33][C:25]([Cl:24])=[CH:26][CH:27]=3)=[CH:11][CH:12]=2)[C:7]([C:16]2[CH:21]=[CH:20][CH:19]=[CH:18][CH:17]=2)([CH3:15])[CH2:6][C:5]1([CH3:23])[CH3:22])(=[O:3])[CH3:2]. Procedure: A mixture of 1-acetyl-6-amino-4-phenyl-1,2,3,4-tetrahydro-2,2,4-trimethylquinoline (10 mg), 4-chlorobenzoyl chloride (11 mg) and N,N-diisopropylethylamine (22 μl) in tetrahydrofuran (1 ml) was stirred for 18 h. The reaction mixture was concentrated in vacuo, the residue was dissolved in ethyl acetate and washed with 0.5HCl, water, 5% aq. NaHCO3, water and brine. The organic layer was separated, dried (MgSO4) and concentrated in vacuo. The residue was chromatographed on silicagel in heptane/ethyl... The reactants are CC(=O)[O-], CC(=O)[O-], ClCCl, CCOC(=O)C=[N+]=[N-], CCCc1c(Cc2ccc(-c3ccccc3C#N)cc2)c(=O)n(C2CCC(O)CC2)c2cnnn12, [Rh+2]. Yields the product CCCc1c(Cc2ccc(-c3ccccc3C#N)cc2)c(=O)n(C2CCC(OCC(=O)OCC)CC2)c2cnnn12. RXN SMILES: [C:44]([O-:45])(=[O:46])[CH3:47].[C:49]([O-:50])(=[O:51])[CH3:52].[CH2:53]([Cl:54])[Cl:55].[N+:36](=[N-:37])=[CH:38][C:39](=[O:40])[O:41][CH2:42][CH3:43].[OH:1][CH:2]1[CH2:3][CH2:4][CH:5]([n:8]2[c:9]3[n:10]([c:11]([CH2:30][CH2:31][CH3:32])[c:12]([CH2:15][c:16]4[cH:17][cH:18][c:19](-[c:22]5[c:23]([C:28]#[N:29])[cH:24][cH:25][cH:26][cH:27]5)[cH:20][cH:21]4)[c:13]2=[O:14])[n:33][n:34][cH:35]3)[CH2:6][CH2:7]1.[Rh+2:48]>>[O:1]([CH:2]1[CH2:3][CH2:4][CH:5]([n:8]2[c:9]3[n:10]([c:11]([CH2:30][CH2:31][CH3:32])[c:12]([CH2:15][c:16]4[cH:17][cH:18][c:19](-[c:22]5[c:23]([C:28]#[N:29])[cH:24][cH:25][cH:26][cH:27]5)[cH:20][cH:21]4)[c:13]2=[O:14])[n:33][n:34][cH:35]3)[CH2:6][CH2:7]1)[CH2:38][C:39](=[O:40])[O:41][CH2:42][CH3:43]. Starting materials: Nc1ccccc1C1CCCCCC1, ClCCNCCCl, Clc1ccccc1Cl, Cl. Yields the product c1ccc(N2CCNCC2)c(C2CCCCCC2)c1. As a reaction SMILES: [CH:1]1([c:8]2[c:9]([NH2:14])[cH:10][cH:11][cH:12][cH:13]2)[CH2:2][CH2:3][CH2:4][CH2:5][CH2:6][CH2:7]1.[Cl:16][CH2:17][CH2:18][NH:19][CH2:20][CH2:21][Cl:22].[Cl:23][c:24]1[c:25]([Cl:26])[cH:27][cH:28][cH:29][cH:30]1.[ClH:15]>>[CH:1]1([c:8]2[c:9]([N:14]3[CH2:17][CH2:18][NH:19][CH2:20][CH2:21]3)[cH:10][cH:11][cH:12][cH:13]2)[CH2:2][CH2:3][CH2:4][CH2:5][CH2:6][CH2:7]1. Reactants: [Br-], C1CCOC1, CN(C)C1(C#N)CCC2(CC1)OCCO2, [Cl-], Fc1cccc([Mg+])c1, [NH4+], O. The product is Cl, CN(C)C1(c2cccc(F)c2)CCC2(CC1)OCCO2. Reaction SMILES: [Br-:1].[CH2:28]1[O:29][CH2:30][CH2:31][CH2:32]1.[CH3:10][N:11]([C:12]1([C:22]#[N:23])[CH2:13][CH2:14][C:15]2([O:16][CH2:17][CH2:18][O:19]2)[CH2:20][CH2:21]1)[CH3:24].[Cl-:25].[F:2][c:3]1[cH:4][c:5]([Mg+:9])[cH:6][cH:7][cH:8]1.[NH4+:26].[OH2:27]>>[ClH:25].[F:2][c:3]1[cH:4][c:5]([C:12]2([N:11]([CH3:10])[CH3:24])[CH2:13][CH2:14][C:15]3([O:16][CH2:17][CH2:18][O:19]3)[CH2:20][CH2:21]2)[cH:6][cH:7][cH:8]1. Starting materials: CC(=O)O[BH-](OC(C)=O)OC(C)=O, CC(=O)O, CC(C)Oc1ccc(-c2nc(-c3cccc4c(CC=O)cn(C)c34)no2)cc1Cl, ClCCl, CCOC(=O)CCN, [Na+]. The product is CCOC(=O)CCNCCc1cn(C)c2c(-c3noc(-c4ccc(OC(C)C)c(Cl)c4)n3)cccc12. Reaction SMILES: [C:42]([O:43][BH-:44]([O:45][C:46](=[O:47])[CH3:48])[O:49][C:50](=[O:51])[CH3:52])(=[O:53])[CH3:54].[CH3:38][C:39](=[O:40])[OH:41].[Cl:1][c:2]1[cH:3][c:4](-[c:12]2[n:13][c:14](-[c:17]3[cH:18][cH:19][cH:20][c:21]4[c:22]([CH2:27][CH:28]=[O:29])[cH:23][n:24]([CH3:26])[c:25]34)[n:15][o:16]2)[cH:5][cH:6][c:7]1[O:8][CH:9]([CH3:10])[CH3:11].[Cl:56][CH2:57][Cl:58].[NH2:30][CH2:31][CH2:32][C:33](=[O:34])[O:35][CH2:36][CH3:37].[Na+:55]>>[Cl:1][c:2]1[cH:3][c:4](-[c:12]2[n:13][c:14](-[c:17]3[cH:18][cH:19][cH:20][c:21]4[c:22]([CH2:27][CH2:28][NH:30][CH2:31][CH2:32][C:33](=[O:34])[O:35][CH2:36][CH3:37])[cH:23][n:24]([CH3:26])[c:25]34)[n:15][o:16]2)[cH:5][cH:6][c:7]1[O:8][CH:9]([CH3:10])[CH3:11]. Reactants: C(CCC)N(CC#CC#N)CCCC (4-dibutylamino-2-butynenitrile), Cl.Cl.C(C1=CC=CC=C1)NN (benzylhydrazine dihydrochloride), [OH-].[Na+] (NaOH). Solvent: C(C)O (ethanol), C(C)O (ethanol). Run at temperature 25 celsius, time 2 hour. The product is NC1=CC(=NN1CC1=CC=CC=C1)CN(CCCC)CCCC (5-amino-3-[(dibutylamino)methyl]-1-(phenylmethyl)-1H-pyrazole). Isolated yield 14.5%. Reaction SMILES: [CH2:1]([N:5]([CH2:11][CH2:12][CH2:13][CH3:14])[CH2:6][C:7]#[C:8][C:9]#[N:10])[CH2:2][CH2:3][CH3:4].Cl.Cl.[CH2:17]([NH:24][NH2:25])[C:18]1[CH:23]=[CH:22][CH:21]=[CH:20][CH:19]=1.[OH-].[Na+]>C(O)C>[NH2:10][C:9]1[N:24]([CH2:17][C:18]2[CH:23]=[CH:22][CH:21]=[CH:20][CH:19]=2)[N:25]=[C:7]([CH2:6][N:5]([CH2:11][CH2:12][CH2:13][CH3:14])[CH2:1][CH2:2][CH2:3][CH3:4])[CH:8]=1 |f:1.2.3,4.5|. Procedure: A solution of 4-dibutylamino-2-butynenitrile in ethanol (10 mL) was added to a stirring solution of benzylhydrazine dihydrochloride (3.0 g, 15.4 mmol) and 3.0 N NaOH (5.00 mL, 15.4 mmol) in ethanol (50 mL). The resulting solution as stirred (2 hours, 25° C.), then concentrated. The residue was taken up in ethyl acetate (250 mL), washed with brine (3×90 mL), then dried (MgSO4) and concentrated in vacuo. The resulting oil was chromatographed on silica (80:20 hexane:ethyl acetate) to yield 0.70 g (... Reactants: ClC(C(=O)Cl)(Cl)Cl (Trichloroacetyl chloride), N#N (N2), CC=1NC2=C(C=CC=C2C1)OC (2-methyl-7-methoxyindole), N1=C(C=C(C=C1C)C)C (collidine). The solvent is C(C)#N (acetonitrile). Yields the product CC=1NC2=C(C=CC=C2C1C(C(Cl)(Cl)Cl)=O)OC (2-methyl-3-trichloroacetyl-7-methoxyindole). Yield: 100.5%. As a reaction SMILES: N#N.[CH3:3][C:4]1[NH:5][C:6]2[C:11]([CH:12]=1)=[CH:10][CH:9]=[CH:8][C:7]=2[O:13][CH3:14].N1C(C)=CC(C)=CC=1C.[Cl:24][C:25]([Cl:30])([Cl:29])[C:26](Cl)=[O:27]>C(#N)C>[CH3:3][C:4]1[NH:5][C:6]2[C:11]([C:12]=1[C:26](=[O:27])[C:25]([Cl:30])([Cl:29])[Cl:24])=[CH:10][CH:9]=[CH:8][C:7]=2[O:13][CH3:14]. Procedure: To a 2 L round-bottomed flask equipped with a magnetic stirrer and a N2 bubbler were added 2-methyl-7-methoxyindole (12 g, 74 mmol), acetonitrile (125 mL) and collidine (15 mL, 113 mmol). The mixture was stirred to give a solution and was cooled with an ice water bath. Trichloroacetyl chloride (14 mL, 112 mmol) was added. The cooling bath was removed and the reaction mixture stirred at RT for 3 h. 1N HCl (500 mL) was then added over 10 minutes. The resulting slurry was stirred at RT for 30 minut...